Dataset: the Open Reaction Database (ORD), a public repository of structured organic reaction records. Task: describe an organic reaction: reactants, conditions, products, and yield Starting materials: ClC=1C=C(C=O)C=CC1OCCCCC (3-Chloro-4-(pentyloxy)benzaldehyde), ClC=1C=C(C=O)C=CC1OCC (3-chloro-4-ethoxybenzaldehyde). The product is ClC=1C=C(C(=O)O)C=CC1OCCCCC (3-Chloro-4-(pentyloxy)benzoic acid). Yield: 72.0%. As a reaction SMILES: [Cl:1][C:2]1[CH:3]=[C:4]([CH:7]=[CH:8][C:9]=1[O:10][CH2:11][CH2:12][CH2:13][CH2:14][CH3:15])[CH:5]=[O:6].ClC1C=C(C=CC=1OCC)C=[O:21]>>[Cl:1][C:2]1[CH:3]=[C:4]([CH:7]=[CH:8][C:9]=1[O:10][CH2:11][CH2:12][CH2:13][CH2:14][CH3:15])[C:5]([OH:21])=[O:6]. Reported procedure: When the product of Step A was substituted for 3-chloro-4-ethoxybenzaldehyde in Example 49, Step A the identical process afforded the title compound in 72% yield. 1H-NMR (CDCl3) 0.92 (tr, 3H); 1.42-1.65 (m, 4H); 1.76-1.9 (m, 2H); 4.08 (tr, 2H, J=6.51 Hz); 6.92 (d, 1H, J=8.7 Hz); 7.95 (dd, 1H, J=2.1, 8.61 Hz); 8.1 (d, 1H, J=2.07 Hz). Starting materials: CC(=O)OC(C)=O, COC(=O)c1ccc(-c2ccc(CCN(Cc3ccccc3)CC(OC3CCCCO3)c3ccccc3)cc2)cc1N, O, c1ccncc1. Product: COC(=O)c1ccc(-c2ccc(CCN(Cc3ccccc3)CC(OC3CCCCO3)c3ccccc3)cc2)cc1NC(C)=O. Reaction SMILES: [CH3:43][C:44](=[O:45])[O:46][C:47](=[O:48])[CH3:49].[NH2:1][c:2]1[cH:3][c:4](-[c:12]2[cH:13][cH:14][c:15]([CH2:18][CH2:19][N:20]([CH2:21][CH:22]([O:23][CH:24]3[O:25][CH2:26][CH2:27][CH2:28][CH2:29]3)[c:30]3[cH:31][cH:32][cH:33][cH:34][cH:35]3)[CH2:36][c:37]3[cH:38][cH:39][cH:40][cH:41][cH:42]3)[cH:16][cH:17]2)[cH:5][cH:6][c:7]1[C:8](=[O:9])[O:10][CH3:11].[OH2:50].[cH:51]1[cH:52][cH:53][n:54][cH:55][cH:56]1>>[NH:1]([c:2]1[cH:3][c:4](-[c:12]2[cH:13][cH:14][c:15]([CH2:18][CH2:19][N:20]([CH2:21][CH:22]([O:23][CH:24]3[O:25][CH2:26][CH2:27][CH2:28][CH2:29]3)[c:30]3[cH:31][cH:32][cH:33][cH:34][cH:35]3)[CH2:36][c:37]3[cH:38][cH:39][cH:40][cH:41][cH:42]3)[cH:16][cH:17]2)[cH:5][cH:6][c:7]1[C:8](=[O:9])[O:10][CH3:11])[C:44]([CH3:43])=[O:45].